Dataset: the Open Reaction Database (ORD), a public repository of structured organic reaction records. Task: describe an organic reaction: reactants, conditions, products, and yield The product is ClC1=CC=C(C=C1)C(CC=1SC=CN1)N (1-(4-chlorophenyl)-2-(thiazol-2-yl)ethanamine). Conditions: time 1 hour. Isolated yield 89.5%. Run in CO (MeOH), CO (MeOH), CO (methanol). Procedure: A 2N solution of hydrochloric acid in MeOH at room temperature, was added dropwise to (Z)-1-(4-chlorophenyl)-2-(thiazol-2-yl)ethenamine (Intermediate 94) (1.45 g, 6.13 mmol) and traces of bromocresol green dissolved in MeOH (45 mL) until the solution turned from dark blue to orange. Sodium cyanoborohydride (0.481 g, 7.66 mmol) was added in one portion to the stirred solution and orange color was maintained by adding dropwise the 2N solution of hydrochloric acid in methanol at room temperature. A... Reactants: CC1=C(C=C(C(=C1Br)O)Br)C2(C=3C=CC=CC3S(=O)(=O)O2)C=4C=C(C(=C(C4C)Br)O)Br (bromocresol green), solution, Cl (hydrochloric acid), ClC1=CC=C(C=C1)/C(=C/C=1SC=CN1)/N ((Z)-1-(4-chlorophenyl)-2-(thiazol-2-yl)ethenamine), ClC1=CC=C(C=C1)/C(=C/C=1SC=CN1)/N ((Z)-1-(4-chlorophenyl)-2-(thiazol-2-yl)ethenamine), solution, Cl (hydrochloric acid), C(#N)[BH3-].[Na+] (Sodium cyanoborohydride). As a reaction SMILES: Cl.[Cl:2][C:3]1[CH:8]=[CH:7][C:6](/[C:9](/[NH2:16])=[CH:10]/[C:11]2[S:12][CH:13]=[CH:14][N:15]=2)=[CH:5][CH:4]=1.CC1C(Br)=C(O)C(Br)=CC=1C1(C2C=C(Br)C(O)=C(Br)C=2C)OS(=O)(=O)C2C=CC=CC1=2.C([BH3-])#N.[Na+]>CO>[Cl:2][C:3]1[CH:8]=[CH:7][C:6]([CH:9]([NH2:16])[CH2:10][C:11]2[S:12][CH:13]=[CH:14][N:15]=2)=[CH:5][CH:4]=1 |f:3.4|. Reactants: COC(=O)C1CCC(CN=[N+]=[N-])C1, [Na+], [OH-]. Product: [N-]=[N+]=NCC1CCC(C(=O)O)C1. As a reaction SMILES: [N:1](=[N+:2]=[N-:3])[CH2:4][CH:5]1[CH2:6][CH:7]([C:10](=[O:11])[O:12][CH3:13])[CH2:8][CH2:9]1.[Na+:15].[OH-:14]>>[N:1](=[N+:2]=[N-:3])[CH2:4][CH:5]1[CH2:6][CH:7]([C:10](=[O:11])[OH:12])[CH2:8][CH2:9]1. Starting materials: CC(C)(C)OC(=O)N1CCCC1C(N)=O, Clc1nc(Cl)nc(Cl)n1, CN(C)C=O. Yields the product CC(C)(C)OC(=O)N1CCCC1C#N. RXN SMILES: [C:1]([CH3:2])([CH3:3])([CH3:4])[O:5][C:6](=[O:7])[N:8]1[CH:9]([C:13]([NH2:14])=[O:15])[CH2:10][CH2:11][CH2:12]1.[Cl:16][c:17]1[n:18][c:19]([Cl:20])[n:21][c:22]([Cl:23])[n:24]1.[O:25]=[CH:26][N:27]([CH3:28])[CH3:29]>>[C:1]([CH3:2])([CH3:3])([CH3:4])[O:5][C:6](=[O:7])[N:8]1[CH:9]([C:13]#[N:14])[CH2:10][CH2:11][CH2:12]1. Reactants: CCO, CCC(CO)Nc1cc(Cl)ncn1, [Na+], [OH-]. The product is CCC(CO)Nc1ccncn1. RXN SMILES: [CH3:16][CH2:17][OH:18].[Cl:1][c:2]1[cH:3][c:4]([NH:8][CH:9]([CH2:10][OH:11])[CH2:12][CH3:13])[n:5][cH:6][n:7]1.[Na+:15].[OH-:14]>>[cH:2]1[cH:3][c:4]([NH:8][CH:9]([CH2:10][OH:11])[CH2:12][CH3:13])[n:5][cH:6][n:7]1. Reactants: CC1(C)C(C(=O)c2c[nH]c3cc(C#N)ccc23)C1(C)C, CS(=O)(=O)OCC1CCOCC1, [H-], [Na+], CN(C)C=O. Yields the product CC1(C)C(C(=O)c2cn(CC3CCOCC3)c3cc(C#N)ccc23)C1(C)C. Reaction SMILES: [CH3:1][C:2]1([CH3:20])[CH:3]([C:7](=[O:8])[c:9]2[cH:10][nH:11][c:12]3[cH:13][c:14]([C:18]#[N:19])[cH:15][cH:16][c:17]23)[C:4]1([CH3:5])[CH3:6].[CH3:21][S:22]([O:23][CH2:26][CH:27]1[CH2:28][CH2:29][O:30][CH2:31][CH2:32]1)(=[O:24])=[O:25].[H-:34].[Na+:33].[O:35]=[CH:36][N:37]([CH3:38])[CH3:39]>>[CH3:1][C:2]1([CH3:20])[CH:3]([C:7](=[O:8])[c:9]2[cH:10][n:11]([CH2:26][CH:27]3[CH2:28][CH2:29][O:30][CH2:31][CH2:32]3)[c:12]3[cH:13][c:14]([C:18]#[N:19])[cH:15][cH:16][c:17]23)[C:4]1([CH3:5])[CH3:6]. The reactants are C1=CC=CCC1 (1,3-cyclohexadiene), Cl[SiH](Cl)Cl (trichlorosilane). The reagents and catalysts are [Cl-].C(CCC)[P+](CCCC)(CCCC)CCCC (tetrabutylphosphonium chloride). Reaction conditions: temperature 180 celsius. Yields the product Cl[Si](C(=C)CCCC[Si](Cl)(Cl)Cl)(Cl)Cl (2,6-bis(trichlorosilyl)-1-hexene). The yield is 44.7%. RXN SMILES: [CH:1]1[CH2:6][CH2:5][CH:4]=[CH:3][CH:2]=1.[Cl:7][SiH:8]([Cl:10])[Cl:9]>[Cl-].C([P+](CCCC)(CCCC)CCCC)CCC>[Cl:7][Si:8]([Cl:10])([Cl:9])[C:2]([CH2:3][CH2:4][CH2:5][CH2:6][Si:8]([Cl:10])([Cl:9])[Cl:7])=[CH2:1] |f:2.3|. Procedure details: As in Example 1, 1,3-cyclohexadiene (0.98 g, 12.23 mmol), trichlorosilane (6.63 g, 48.95 mmol) and tetrabutylphosphonium chloride (0.35 g, 1.19 mmol) were added in a 25 mL stainless steel tube under nitrogen atmosphere. After sealing the cylinder with a cap, the reactor was maintained at 180° C. for 12 hours. The resulting mixture was distilled to yield 1.92 g (yield: 45%) of 2,6-bis(trichlorosilyl)-1-hexene. The reactants are [Br-], C#CCBr, CCCC[N+](CCCC)(CCCC)CCCC, [Na+], [OH-], O, O=C(O)c1ccc(O)cc1. Product: C#CCOc1ccc(C(=O)O)cc1. Reaction SMILES: [Br-:17].[CH2:13]([C:14]#[CH:15])[Br:16].[CH2:18]([N+:19]([CH2:20][CH2:21][CH2:22][CH3:23])([CH2:24][CH2:25][CH2:26][CH3:27])[CH2:28][CH2:29][CH2:30][CH3:31])[CH2:32][CH2:33][CH3:34].[Na+:12].[OH-:11].[OH2:35].[OH:1][c:2]1[cH:3][cH:4][c:5]([C:6](=[O:7])[OH:8])[cH:9][cH:10]1>>[O:1]([c:2]1[cH:3][cH:4][c:5]([C:6](=[O:7])[OH:8])[cH:9][cH:10]1)[CH2:15][C:14]#[CH:13].